From a dataset of the Open Reaction Database (ORD), a public repository of structured organic reaction records. describe an organic reaction: reactants, conditions, products, and yield The reactants are CN1C(C=2CCCCC2C(=C1)B1OC(C(O1)(C)C)(C)C)=O (2-methyl-4-(4,4,5,5-tetramethyl-1,3,2-dioxaborolan-2-yl)-5,6,7,8-tetrahydroisoquinolin-1-one), BrC1=C(C=CC(=C1)S(=O)(=O)C)OCC1CC1 (2-bromo-1-(cyclopropylmethoxy)-4-methylsulfonylbenzene). Product: C1(CC1)COC1=C(C=C(C=C1)S(=O)(=O)C)C1=CN(C(C=2CCCCC12)=O)C (4-[2-(cyclopropylmethoxy)-5-methylsulfonylphenyl]-2-methyl-5,6,7,8-tetrahydroisoquinolin-1-one). RXN SMILES: [CH3:1][N:2]1[CH:11]=[C:10](B2OC(C)(C)C(C)(C)O2)[C:9]2[CH2:8][CH2:7][CH2:6][CH2:5][C:4]=2[C:3]1=[O:21].Br[C:23]1[CH:28]=[C:27]([S:29]([CH3:32])(=[O:31])=[O:30])[CH:26]=[CH:25][C:24]=1[O:33][CH2:34][CH:35]1[CH2:37][CH2:36]1>>[CH:35]1([CH2:34][O:33][C:24]2[CH:23]=[CH:28][C:27]([S:29]([CH3:32])(=[O:31])=[O:30])=[CH:26][C:25]=2[C:10]2[C:9]3[CH2:8][CH2:7][CH2:6][CH2:5][C:4]=3[C:3](=[O:21])[N:2]([CH3:1])[CH:11]=2)[CH2:36][CH2:37]1. Procedure: The title compound of Example 163, step 3 and 2-bromo-1-(cyclopropylmethoxy)-4-methylsulfonylbenzene were reacted in a similar manner as in Example 89, step 2 to give the title compound. 1H NMR (CDCl3, 400 MHz): δ 7.92 (dd, J1=8.4 Hz, J2=2.0 Hz, 1H), 7.70 (d, J=2.0 Hz, 1H), 7.06 (s, 1H), 7.02 (d, J=8.4 Hz, 1H), 3.92-3.87 (m, 2H), 3.62 (s, 3H), 3.08 (s, 3H), 2.70-2.60 (m, 2H), 2.40-2.30 (m, 2H), 1.77-1.64 (m, 4H), 1.21-1.17 (m, 1H), 0.63-0.61 (m, 2H), 0.29-0.27 (m, 2H). LCMS: 388.1 (M+H)+ The reactants are C1(=CC=CC=C1)N1C(CC2=CC=CC=C12)=S (1-Phenylindoline-2-thione), C([O-])([O-])=O.[K+].[K+] (potassium carbonate), ClCC#CCO (4-chloro-2-butyn-1-ol). The solvent is CC(=O)C (acetone), C1=CC=CC=C1 (benzene). Reaction conditions: time 4 hour. The product is C1(=CC=CC=C1)N1C(=CC2=CC=CC=C12)SCC=CCO (1-Phenyl-2-(4-hydroxy-2-butenylthio)indole). The yield is 107.5%. RXN SMILES: [C:1]1([N:7]2[C:15]3[C:10](=[CH:11][CH:12]=[CH:13][CH:14]=3)[CH2:9][C:8]2=[S:16])[CH:6]=[CH:5][CH:4]=[CH:3][CH:2]=1.C(=O)([O-])[O-].[K+].[K+].Cl[CH2:24][C:25]#[C:26][CH2:27][OH:28]>CC(C)=O.C1C=CC=CC=1>[C:1]1([N:7]2[C:15]3[C:10](=[CH:11][CH:12]=[CH:13][CH:14]=3)[CH:9]=[C:8]2[S:16][CH2:24][CH:25]=[CH:26][CH2:27][OH:28])[CH:2]=[CH:3][CH:4]=[CH:5][CH:6]=1 |f:1.2.3|. Procedure: To a solution of the product of the above (1)(2.2 g) in acetone (20 ml) are added potassium carbonate (1.54 g) and 4-chloro-2-butyn-1-ol (1.03 g). The mixture is stirred for 4 hours and filtered. The filtrate is condensed at below the room temperature. The oily residue is dissolved in benzene and evaporated at below the room temperature. Ether is added to the residue and then a 30% solution (1.5 ml) in methylamine in methanol on ice bath. The mixture is stirred for 30 minutes and after addition ... Starting materials: CC=1N=C(SC1C(=O)OCC)N1CC(C1)NC (ethyl 4-methyl-2-[3-(methylamino)azetidin-1-yl]-1,3-thiazole-5-carboxylate), ON1N=NC2=C1C=CC=C2 (1-hydroxybenzotriazole), CN1CCOCC1 (N-methylmorpholine), ClC=1N=C(NC1CC)C(=O)O (4-chloro-5-ethyl-1H-imidazole-2-carboxylic acid), CCN=C=NCCCN(C)C.Cl (WSC hydrochloride). The product is ClC=1N=C(NC1CC)C(=O)N(C1CN(C1)C=1SC(=C(N1)C)C(=O)OCC)C (Ethyl 2-(3-{[(4-chloro-5-ethyl-1H-imidazol-2-yl)carbonyl](methyl)amino}azetidin-1-yl)-4-methyl-1,3-thiazole-5-carboxylate). Isolated yield 90.1%. As a reaction SMILES: [CH3:1][C:2]1[N:3]=[C:4]([N:12]2[CH2:15][CH:14]([NH:16][CH3:17])[CH2:13]2)[S:5][C:6]=1[C:7]([O:9][CH2:10][CH3:11])=[O:8].[Cl:18][C:19]1[N:20]=[C:21]([C:26]([OH:28])=O)[NH:22][C:23]=1[CH2:24][CH3:25].CCN=C=NCCCN(C)C.Cl.ON1C2C=CC=CC=2N=N1.CN1CCOCC1>>[Cl:18][C:19]1[N:20]=[C:21]([C:26]([N:16]([CH3:17])[CH:14]2[CH2:13][N:12]([C:4]3[S:5][C:6]([C:7]([O:9][CH2:10][CH3:11])=[O:8])=[C:2]([CH3:1])[N:3]=3)[CH2:15]2)=[O:28])[NH:22][C:23]=1[CH2:24][CH3:25] |f:2.3|. Reported procedure: The same operation as in Example (217c) was performed using ethyl 4-methyl-2-[3-(methylamino)azetidin-1-yl]-1,3-thiazole-5-carboxylate obtained in Example (226b) (114 mg, 0.45 mmol), 4-chloro-5-ethyl-1H-imidazole-2-carboxylic acid obtained in Example (1d) (78 mg, 0.45 mmol), WSC hydrochloride (256 mg, 1.34 mmol), 1-hydroxybenzotriazole (60 mg, 0.45 mmol) and N-methylmorpholine (0.10 mL, 0.89 mmol), to obtain 167 mg of the title compound as a white solid (91%). The reactants are CC(C)(C)OC(=O)NCc1nc(-c2cnc3cc(Cl)ccn23)cs1, CS(=O)(=O)c1ccc(B(O)O)cc1, CO, ClCCl, [K+], [K+], [K+], CC(=O)[O-], CC(=O)[O-], C1COCCO1, O, O=P([O-])([O-])[O-], [Pd+2]. Yields the product CC(C)(C)OC(=O)NCc1nc(-c2cnc3cc(-c4ccc(S(C)(=O)=O)cc4)ccn23)cs1. Reaction SMILES: [C:1]([CH3:2])([CH3:3])([CH3:4])[O:5][C:6]([NH:7][CH2:8][c:9]1[s:10][cH:11][c:12](-[c:14]2[cH:15][n:16][c:17]3[n:18]2[cH:19][cH:20][c:21]([Cl:23])[cH:22]3)[n:13]1)=[O:24].[CH3:25][S:26](=[O:27])(=[O:28])[c:29]1[cH:30][cH:31][c:32]([B:35]([OH:36])[OH:37])[cH:33][cH:34]1.[CH3:53][OH:54].[Cl:55][CH2:56][Cl:57].[K+:43].[K+:44].[K+:45].[O-:59][C:60]([CH3:61])=[O:62].[O-:63][C:64]([CH3:65])=[O:66].[O:47]1[CH2:48][CH2:49][O:50][CH2:51][CH2:52]1.[OH2:46].[P:38]([O-:39])([O-:40])([O-:41])=[O:42].[Pd+2:58]>>[C:1]([CH3:2])([CH3:3])([CH3:4])[O:5][C:6]([NH:7][CH2:8][c:9]1[s:10][cH:11][c:12](-[c:14]2[cH:15][n:16][c:17]3[n:18]2[cH:19][cH:20][c:21](-[c:32]2[cH:31][cH:30][c:29]([S:26]([CH3:25])(=[O:27])=[O:28])[cH:34][cH:33]2)[cH:22]3)[n:13]1)=[O:24].